This data is from the Open Reaction Database (ORD), a public repository of structured organic reaction records. The task is: describe an organic reaction: reactants, conditions, products, and yield Starting materials: ClCCl, Cn1ccnc1, FC(F)(F)C[I+]c1ccccc1, O=S(=O)([O-])C(F)(F)F. Yields the product C[n+]1ccn(CC(F)(F)F)c1, O=S(=O)([O-])C(F)(F)F. RXN SMILES: [CH2:27]([Cl:28])[Cl:29].[CH3:1][n:2]1[cH:3][n:4][cH:5][cH:6]1.[F:15][C:16]([CH2:17][I+:18][c:19]1[cH:20][cH:21][cH:22][cH:23][cH:24]1)([F:25])[F:26].[S:7](=[O:8])(=[O:9])([C:10]([F:11])([F:12])[F:13])[O-:14]>>[CH3:1][n+:2]1[cH:3][n:4]([CH2:17][C:16]([F:15])([F:25])[F:26])[cH:5][cH:6]1.[S:7](=[O:8])(=[O:9])([C:10]([F:11])([F:12])[F:13])[O-:14]. Starting materials: ClC=1C(N(N=CC1NCCCOC1=C(C=C(C=C1)C(=O)O)CCCC)C(C)C)=O (4-chloro-5-[3-(2-n-butyl-4-carboxyphenoxy)propylamino]-2-i-propyl-3(2H) pyridazinone), S(=O)(Cl)Cl (thionyl chloride), N (ammonia). Solvent: O1CCCC1 (tetrahydrofuran), O1CCCC1 (tetrahydrofuran). Conditions: time 1 hour. The product is ClC=1C(N(N=CC1NCCCOC1=C(C=C(C=C1)C(N)=O)CCCC)C(C)C)=O (4-Chloro-5-[3-(2-n-butyl-4-carbamoylphenoxy)propylamino]-2-i-propyl-3-(2H)pyridazinone). As a reaction SMILES: [Cl:1][C:2]1[C:3](=[O:29])[N:4]([CH:26]([CH3:28])[CH3:27])[N:5]=[CH:6][C:7]=1[NH:8][CH2:9][CH2:10][CH2:11][O:12][C:13]1[CH:18]=[CH:17][C:16]([C:19](O)=[O:20])=[CH:15][C:14]=1[CH2:22][CH2:23][CH2:24][CH3:25].S(Cl)(Cl)=O.[NH3:34]>O1CCCC1>[Cl:1][C:2]1[C:3](=[O:29])[N:4]([CH:26]([CH3:28])[CH3:27])[N:5]=[CH:6][C:7]=1[NH:8][CH2:9][CH2:10][CH2:11][O:12][C:13]1[CH:18]=[CH:17][C:16]([C:19](=[O:20])[NH2:34])=[CH:15][C:14]=1[CH2:22][CH2:23][CH2:24][CH3:25]. Reported procedure: A mixture comprising 168 mg of 4-chloro-5-[3-(2-n-butyl-4-carboxyphenoxy)propylamino]-2-i-propyl-3(2H) pyridazinone (Compound No. 112), 119 mg of thionyl chloride and 10 ml of dried tetrahydrofuran, was refluxed under stirring for 1 hour. The reaction mixture was subjected to distillation under reduced pressure. To the residue, 20 ml of dried benzene was added. The mixture was again subjected to distillation under reduced pressure to remove excess thionyl chloride by azeotropic distillation. The...